The task is: describe an organic reaction: reactants, conditions, products, and yield. This data is from the Open Reaction Database (ORD), a public repository of structured organic reaction records. The reactants are C(C\C=C/C\C=C/C\C=C/C\C=C/CC)SC(C(=O)O)CC (2-((3Z,6Z,9Z,12Z)-Pentadeca-3,6,9,12-tetraenylthio)butanoic acid), C1=CC(=CC(=C1)Cl)C(=O)OO (mCPBA). Run in C(Cl)(Cl)Cl (CHCl3), C(Cl)(Cl)Cl (CHCl3). Reaction conditions: temperature -20 celsius, time 35 minute. The product is C(C\C=C/C\C=C/C\C=C/C\C=C/CC)S(=O)C(C(=O)O)CC (2-((3Z,6Z,9Z,12Z)-pentadeca-3,6,9,12-tetraenylsulfinyl)butanoic acid). Yield: 47.6%. RXN SMILES: [CH2:1]([S:16][CH:17]([CH2:21][CH3:22])[C:18]([OH:20])=[O:19])[CH2:2]/[CH:3]=[CH:4]\[CH2:5]/[CH:6]=[CH:7]\[CH2:8]/[CH:9]=[CH:10]\[CH2:11]/[CH:12]=[CH:13]\[CH2:14][CH3:15].C1C=C(Cl)C=C(C(OO)=[O:31])C=1>C(Cl)(Cl)Cl>[CH2:1]([S:16]([CH:17]([CH2:21][CH3:22])[C:18]([OH:20])=[O:19])=[O:31])[CH2:2]/[CH:3]=[CH:4]\[CH2:5]/[CH:6]=[CH:7]\[CH2:8]/[CH:9]=[CH:10]\[CH2:11]/[CH:12]=[CH:13]\[CH2:14][CH3:15]. Procedure details: 2-((3Z,6Z,9Z,12Z)-Pentadeca-3,6,9,12-tetraenylthio)butanoic acid (0.20 g, 0.62 mmol) was dissolved in dry CHCl3 (10 mL) and the solution was cooled down to −20° C. under inert atmosphere. mCPBA (˜77%, 0.15 g, 0.68 mmol) dissolved in dry CHCl3 (2 mL) was added dropwise and the resulting solution was stirred at −20° C. for 35 minutes. The solvents were evaporated in vacuo, the residue was added heptane (10 mL) and the resulting white precipitate was removed by filtration. The filtrate was concentr... Reactants: [N+](=O)([O-])C1=CC=C(C=C1)C=1OC(=C(N1)C1=CC=NC=C1)C(F)(F)F (4-(2-(4-nitrophenyl)-5-(trifluoromethyl)oxazol-4-yl)pyridine), [H][H] (hydrogen). Reagents/catalysts: [Pd] (palladium on carbon). Solvent: C(C)(=O)OCC (ethyl acetate). Conditions: time 18 hour. The product is N1=CC=C(C=C1)C=1N=C(OC1C(F)(F)F)C1=CC=C(C=C1)N (4-(4-(pyridin-4-yl)-5-(trifluoromethyl)oxazol-2-yl)benzenamine). RXN SMILES: [N+:1]([C:4]1[CH:9]=[CH:8][C:7]([C:10]2[O:11][C:12]([C:21]([F:24])([F:23])[F:22])=[C:13]([C:15]3[CH:20]=[CH:19][N:18]=[CH:17][CH:16]=3)[N:14]=2)=[CH:6][CH:5]=1)([O-])=O.[H][H]>[Pd].C(OCC)(=O)C>[N:18]1[CH:19]=[CH:20][C:15]([C:13]2[N:14]=[C:10]([C:7]3[CH:8]=[CH:9][C:4]([NH2:1])=[CH:5][CH:6]=3)[O:11][C:12]=2[C:21]([F:24])([F:22])[F:23])=[CH:16][CH:17]=1. Procedure: to a nitrogen purged flask charged with palladium on carbon (0.032 g, 0.30 mmol) and 4-(2-(4-nitrophenyl)-5-(trifluoromethyl)oxazol-4-yl)pyridine (1.015 g, 3.0 mmol) in 40 mL ethyl acetate was introduced hydrogen (0.0061 g, 3.0 mmol) by balloon. The reaction mixture was stirred at room temperature under an atmosphere of hydrogen for 18 h then purged with nitrogen and filtered through a pad of Celite. The filtrate was concentrated under reduced pressure to afford a yellow solid. The desired produ...